This data is from the Open Reaction Database (ORD), a public repository of structured organic reaction records. The task is: describe an organic reaction: reactants, conditions, products, and yield Starting materials: C(F)(F)(F)C(F)(F)C(F)(F)C(F)(F)C(F)(F)C(F)(F)C(F)(F)C(F)(F)C=C (CF3(CF2)7CH═CH2), Cl (hydrogen chloride), CaSO4, [Al](I)(I)I (AlI3). Yields the product C(F)(F)(F)C(F)(F)C(F)(F)C(F)(F)C(F)(F)C(F)(F)C(F)(F)C(F)(F)CCCl (CF3(CF2)7CH2CH2Cl). RXN SMILES: [C:1]([C:5]([C:8]([C:11]([C:14]([C:17]([C:20]([C:23]([CH:26]=[CH2:27])([F:25])[F:24])([F:22])[F:21])([F:19])[F:18])([F:16])[F:15])([F:13])[F:12])([F:10])[F:9])([F:7])[F:6])([F:4])([F:3])[F:2].[Al](I)(I)I.[ClH:32]>>[C:1]([C:5]([C:8]([C:11]([C:14]([C:17]([C:20]([C:23]([CH2:26][CH2:27][Cl:32])([F:24])[F:25])([F:21])[F:22])([F:18])[F:19])([F:16])[F:15])([F:13])[F:12])([F:10])[F:9])([F:7])[F:6])([F:4])([F:3])[F:2]. Reported procedure: The same process as in Example 1 was conducted except that 41 g of CF3(CF2)7CH═CH2, 12 g of CaSO4/C (25/75 mass %) instead of AlI3, and 3.4 g of hydrogen chloride gas instead of 11 g of hydrogen iodide gas were used. CF3(CF2)7CH2CH2Cl was produced at a conversion rate of 1.7% and at a selectivity of 100%. Reactants: BrC1=CC2=CC=C(C=C2C=C1)Br (2,6-dibromonaphthalene), O=C1CN(CCN1)C(=O)OC(C)(C)C (tert-butyl 3-oxopiperazine-1-carboxylate), CNC1C(CCCC1)NC (N,N′-dimethylcyclohexane-1,2-diamine), [O-]P(=O)([O-])[O-].[K+].[K+].[K+] (K3PO4). The reagents and catalysts are [Cu]I (copper(I) iodide). The solvent is CCOC(=O)C (EtOAc), O1CCOCC1 (dioxane). Reaction conditions: temperature 150 celsius. Yields the product BrC=1C=C2C=CC(=CC2=CC1)N1C(CN(CC1)C(=O)OC(C)(C)C)=O (tert-Butyl 4-(6-bromo-2-naphthyl)-3-oxopiperazine-1-carboxylate). RXN SMILES: Br[C:2]1[CH:11]=[CH:10][C:9]2[C:4](=[CH:5][CH:6]=[C:7]([Br:12])[CH:8]=2)[CH:3]=1.[O:13]=[C:14]1[NH:19][CH2:18][CH2:17][N:16]([C:20]([O:22][C:23]([CH3:26])([CH3:25])[CH3:24])=[O:21])[CH2:15]1.CNC1CCCCC1NC.[O-]P([O-])([O-])=O.[K+].[K+].[K+]>CCOC(C)=O.[Cu]I.O1CCOCC1>[Br:12][C:7]1[CH:8]=[C:9]2[C:4](=[CH:5][CH:6]=1)[CH:3]=[C:2]([N:19]1[CH2:18][CH2:17][N:16]([C:20]([O:22][C:23]([CH3:25])([CH3:24])[CH3:26])=[O:21])[CH2:15][C:14]1=[O:13])[CH:11]=[CH:10]2 |f:3.4.5.6|. Reported procedure: To a microwave tube charged with a stir bar was added 2,6-dibromonaphthalene (710 mg, 2.5 mmol), tert-butyl 3-oxopiperazine-1-carboxylate (250 mg, 1.2 mmol), copper(I) iodide (48 mg, 0.25 mmol), N,N′-dimethylcyclohexane-1,2-diamine (71 mg, 0.50 mmol), K3PO4 (530 mg, 2.5 mmol), and dioxane (10 mL). The mixture was heated to 150° C. in a microwave reactor for 1 hour. The reaction was diluted with EtOAc, adsorbed onto silica gel, and purified by MPLC (silica gel, EtOAc-Hexanes) to afford the title ... Reactants: C=C(Br)CCO[Si](c1ccccc1)(c1ccccc1)C(C)(C)C, Cc1ccccc1, OB(O)c1ccc(Cl)c(Cl)c1. Product: C=C(CCO[Si](c1ccccc1)(c1ccccc1)C(C)(C)C)c1ccc(Cl)c(Cl)c1. As a reaction SMILES: [Br:1][C:2]([CH2:3][CH2:4][O:5][Si:6]([c:7]1[cH:8][cH:9][cH:10][cH:11][cH:12]1)([c:13]1[cH:14][cH:15][cH:16][cH:17][cH:18]1)[C:19]([CH3:20])([CH3:21])[CH3:22])=[CH2:23].[CH3:35][c:36]1[cH:37][cH:38][cH:39][cH:40][cH:41]1.[Cl:24][c:25]1[cH:26][c:27]([B:32]([OH:33])[OH:34])[cH:28][cH:29][c:30]1[Cl:31]>>[C:2]([CH2:3][CH2:4][O:5][Si:6]([c:7]1[cH:8][cH:9][cH:10][cH:11][cH:12]1)([c:13]1[cH:14][cH:15][cH:16][cH:17][cH:18]1)[C:19]([CH3:20])([CH3:21])[CH3:22])(=[CH2:23])[c:27]1[cH:26][c:25]([Cl:24])[c:30]([Cl:31])[cH:29][cH:28]1. Starting materials: CC(C)=O, CC1(c2cccc(COS(C)(=O)=O)c2)OCCO1, [K+], [K+], O=[N+]([O-])c1cn[nH]c1, N#N, O=C([O-])[O-]. Product: CC1(c2cccc(Cn3cc([N+](=O)[O-])cn3)c2)OCCO1. RXN SMILES: [CH3:35][C:36](=[O:37])[CH3:38].[CH3:3][C:4]1([c:9]2[cH:10][c:11]([CH2:12][O:13][S:14]([CH3:15])(=[O:16])=[O:17])[cH:18][cH:19][cH:20]2)[O:5][CH2:6][CH2:7][O:8]1.[K+:29].[K+:30].[N+:21](=[O:22])([O-:23])[c:24]1[cH:25][n:26][nH:27][cH:28]1.[N:1]#[N:2].[O-:31][C:32]([O-:33])=[O:34]>>[CH3:3][C:4]1([c:9]2[cH:10][c:11]([CH2:12][n:26]3[cH:25][c:24]([N+:21](=[O:22])[O-:23])[cH:28][n:27]3)[cH:18][cH:19][cH:20]2)[O:5][CH2:6][CH2:7][O:8]1. Reactants: O[C@H]1C[C@H]2[C@H](C([C@H]3[C@@H]4CC[C@H]([C@@H](CCC(=O)O)C)[C@]4(CC[C@@H]3[C@]2(CC1)C)C)=O)CC (3α-hydroxy-6α-ethyl-7-keto-5β-cholan-24-oic acid), [BH4-].[Na+] (NaBH4). Yields the product CC[C@@H]1[C@@H]2C[C@@H](CC[C@@]2([C@H]3CC[C@]4([C@H]([C@@H]3[C@@H]1O)CC[C@@H]4[C@H](C)CCC(=O)O)C)C)O (obeticholic acid). As a reaction SMILES: [OH:1][C@@H:2]1[CH2:25][CH2:24][C@@:23]2([CH3:26])[C@H:4]([C@@H:5]([CH2:29][CH3:30])[C:6](=[O:28])[C@@H:7]3[C@@H:22]2[CH2:21][CH2:20][C@@:19]2([CH3:27])[C@H:8]3[CH2:9][CH2:10][C@@H:11]2[C@H:12]([CH3:18])[CH2:13][CH2:14][C:15]([OH:17])=[O:16])[CH2:3]1.[BH4-].[Na+]>>[CH3:30][CH2:29][C@H:5]1[C@@H:6]([OH:28])[C@@H:7]2[C@H:22]([CH2:21][CH2:20][C@:19]3([CH3:27])[C@@H:11]([C@@H:12]([CH2:13][CH2:14][C:15]([OH:17])=[O:16])[CH3:18])[CH2:10][CH2:9][C@H:8]32)[C@:23]2([CH3:26])[C@H:4]1[CH2:3][C@H:2]([OH:1])[CH2:25][CH2:24]2 |f:1.2|. Reported procedure: reacting 3α-hydroxy-6α-ethyl-7-keto-5β-cholan-24-oic acid (6) with NaBH4 to form crystalline obeticholic acid, and Starting materials: C(C)OC(CNC(C1=CC(=NC(=C1)C)C)=O)(C1=CC(=NC(=C1)C)CC(C)C)OCC (N-[2,2-diethoxy-2-(2-isobutyl-6-methyl-pyridin-4-yl)-ethyl]-2,6-dimethyl-isonicotinamide), [OH-].[Na+] (NaOH). Solvent: Cl (HCl), C1CCOC1 (THF), Cl (HCl). Run at temperature 65 celsius, time 2 hour. Product: C(C(C)C)C1=NC(=CC(=C1)C(CNC(C1=CC(=NC(=C1)C)C)=O)=O)C (N-[2-(2-isobutyl-6-methyl-pyridin-4-yl)-2-oxo-ethyl]-2,6-dimethyl-isonicotinamide). Isolated yield 15.0%. As a reaction SMILES: C([O:3][C:4](OCC)([C:17]1[CH:22]=[C:21]([CH3:23])[N:20]=[C:19]([CH2:24][CH:25]([CH3:27])[CH3:26])[CH:18]=1)[CH2:5][NH:6][C:7](=[O:16])[C:8]1[CH:13]=[C:12]([CH3:14])[N:11]=[C:10]([CH3:15])[CH:9]=1)C.[OH-].[Na+]>C1COCC1.Cl>[CH2:24]([C:19]1[CH:18]=[C:17]([C:4](=[O:3])[CH2:5][NH:6][C:7](=[O:16])[C:8]2[CH:9]=[C:10]([CH3:15])[N:11]=[C:12]([CH3:14])[CH:13]=2)[CH:22]=[C:21]([CH3:23])[N:20]=1)[CH:25]([CH3:27])[CH3:26] |f:1.2|. Procedure: To a solution of N-[2,2-diethoxy-2-(2-isobutyl-6-methyl-pyridin-4-yl)-ethyl]-2,6-dimethyl-isonicotinamide (60 mg, 0.177 mmol) in THF (4 mL), 25% aq. HCl (50 μL) is added and the mixture is stirred at 65° C. for 2 h. Another portion of 25% aq. HCl (50 μL) is added and stirring is continued at 65° C. for 3 h. The mixture is cooled to 0° C., neutralized by adding 1 N aq. NaOH solution and extracted twice with EA. The combined org. extracts are dried over Na2SO4, filtered and concentrated to give cr... Starting materials: C(C)(C)(C)OC(N[C@@H](C)C1=CC(=CC=C1)Br)=O ((S)-[1-(3-bromo-phenyl)-ethyl]-carbamic acid tert-butyl ester), NC1=CC=NC=C1 (4-aminopyridine), [O-]P(=O)([O-])[O-].[K+].[K+].[K+] (K3PO4). Reagents/catalysts: C=1C=CC(=CC1)/C=C/C(=O)/C=C/C2=CC=CC=C2.C=1C=CC(=CC1)/C=C/C(=O)/C=C/C2=CC=CC=C2.C=1C=CC(=CC1)/C=C/C(=O)/C=C/C2=CC=CC=C2.[Pd].[Pd] (Pd2(dba)3). Run in COCCOC (DME), C(Cl)Cl (methylene chloride). Product: N[C@@H](C)C=1C=C(C=CC1)NC1=CC=NC=C1 ((S)-[3-(1-amino-ethyl)-phenyl]-pyridin-4-yl-amine). Isolated yield 103.2%. Reaction SMILES: C(OC(=O)[NH:7][C@H:8]([C:10]1[CH:15]=[CH:14][CH:13]=[C:12](Br)[CH:11]=1)[CH3:9])(C)(C)C.[NH2:18][C:19]1[CH:24]=[CH:23][N:22]=[CH:21][CH:20]=1.[O-]P([O-])([O-])=O.[K+].[K+].[K+]>COCCOC.C(Cl)Cl.C1C=CC(/C=C/C(/C=C/C2C=CC=CC=2)=O)=CC=1.C1C=CC(/C=C/C(/C=C/C2C=CC=CC=2)=O)=CC=1.C1C=CC(/C=C/C(/C=C/C2C=CC=CC=2)=O)=CC=1.[Pd].[Pd]>[NH2:7][C@H:8]([C:10]1[CH:11]=[C:12]([NH:18][C:19]2[CH:24]=[CH:23][N:22]=[CH:21][CH:20]=2)[CH:13]=[CH:14][CH:15]=1)[CH3:9] |f:2.3.4.5,8.9.10.11.12|. Procedure details: A mixture of (S)-[1-(3-bromo-phenyl)-ethyl]-carbamic acid tert-butyl ester (3 g), 4-aminopyridine (1.88 g), Pd2(dba)3 (915 mg), di-t-butylbiphenylphosphine (298 mg), K3PO4 (4.24 g) in DME (20 mL) was stirred under reflux for 24 h. The reaction mixture was cooled down to room temperature, diluted with methylene chloride, filtered and concentrated in vacuo. The resulting residue was purified by flash chromatography using Biotage eluting with 5% MeOH in ethyl acetate to give the desired product (2.... Starting materials: CC(C)CC(=O)C(=O)O, CCC(=O)C(=O)O, CCCC(=O)C(=O)O, NC(C(=O)O)C(O)C(=O)O. Product: NC(CC(=O)O)C(=O)O. As a reaction SMILES: [CH3:16][CH:17]([CH3:18])[CH2:19][C:20](=[O:21])[C:22]([OH:23])=[O:24].[CH3:1][CH2:2][C:3]([C:4](=[O:5])[OH:6])=[O:7].[CH3:8][CH2:9][CH2:10][C:11]([C:12](=[O:13])[OH:14])=[O:15].[OH:25][CH:26]([CH:27]([NH2:28])[C:29](=[O:30])[OH:31])[C:32](=[O:33])[OH:34]>>[CH2:26]([CH:27]([NH2:28])[C:29](=[O:30])[OH:31])[C:32](=[O:33])[OH:34].